Dataset: the Open Reaction Database (ORD), a public repository of structured organic reaction records. Task: describe an organic reaction: reactants, conditions, products, and yield Starting materials: CCc1cc(OCc2ccc3oc(-c4ccccc4C(=O)OC)nc3c2)c2c(n1)CCCC2, CO, [Na+], [OH-]. Yields the product CCc1cc(OCc2ccc3oc(-c4ccccc4C(=O)O)nc3c2)c2c(n1)CCCC2. Reaction SMILES: [CH2:3]([CH3:4])[c:5]1[n:6][c:7]2[c:12]([c:13]([O:15][CH2:16][c:17]3[cH:18][cH:19][c:20]4[c:21]([n:22][c:23](-[c:25]5[c:26]([C:27](=[O:28])[O:29][CH3:30])[cH:31][cH:32][cH:33][cH:34]5)[o:24]4)[cH:35]3)[cH:14]1)[CH2:11][CH2:10][CH2:9][CH2:8]2.[CH3:36][OH:37].[Na+:2].[OH-:1]>>[CH2:3]([CH3:4])[c:5]1[n:6][c:7]2[c:12]([c:13]([O:15][CH2:16][c:17]3[cH:18][cH:19][c:20]4[c:21]([n:22][c:23](-[c:25]5[c:26]([C:27](=[O:28])[OH:29])[cH:31][cH:32][cH:33][cH:34]5)[o:24]4)[cH:35]3)[cH:14]1)[CH2:11][CH2:10][CH2:9][CH2:8]2. The reactants are O=C([O-])[O-], CN(CCNC(=O)C(F)(F)F)C(=O)OC(C)(C)C, CO, [K+], [K+]. The product is CN(CCN)C(=O)OC(C)(C)C. RXN SMILES: [C:19](=[O:20])([O-:21])[O-:22].[C:1]([CH3:2])([CH3:3])([CH3:4])[O:5][C:6]([N:7]([CH2:8][CH2:9][NH:10][C:11](=[O:12])[C:13]([F:14])([F:15])[F:16])[CH3:17])=[O:18].[CH3:25][OH:26].[K+:23].[K+:24]>>[C:1]([CH3:2])([CH3:3])([CH3:4])[O:5][C:6]([N:7]([CH2:8][CH2:9][NH2:10])[CH3:17])=[O:18]. The reactants are formula 3, OC(CC(=O)OCC)(C)C1=CC=C(C=C1)C1CCCCCCC1 (ethyl 3-hydroxy-3-(4′-cyclooctylphenyl)-butanoate), C1(=CC=C(C=C1)S(=O)(=O)O)C (p-toluenesulfonic acid). Solvent: C(=O)(O)[O-].[Na+] (NaHCO3), O (water), C1=CC=CC=C1 (benzene), C1=CC=CC=C1 (benzene). The product is C1(CCCCCCC1)C1=CC=C(C=C1)C(=CC(=O)OCC)C (ethyl 3-(4′-cyclooctylphenyl)-but-2-enoate). Isolated yield 81.0%. RXN SMILES: O[C:2]([C:10]1[CH:15]=[CH:14][C:13]([CH:16]2[CH2:23][CH2:22][CH2:21][CH2:20][CH2:19][CH2:18][CH2:17]2)=[CH:12][CH:11]=1)([CH3:9])[CH2:3][C:4]([O:6][CH2:7][CH3:8])=[O:5].C1(C)C=CC(S(O)(=O)=O)=CC=1>C1C=CC=CC=1.C([O-])(O)=O.[Na+].O>[CH:16]1([C:13]2[CH:12]=[CH:11][C:10]([C:2]([CH3:9])=[CH:3][C:4]([O:6][CH2:7][CH3:8])=[O:5])=[CH:15][CH:14]=2)[CH2:17][CH2:18][CH2:19][CH2:20][CH2:21][CH2:22][CH2:23]1 |f:3.4|. Procedure: To a solution of ethyl 3-hydroxy-3-(4′-cyclooctylphenyl)-butanoate (2d, 36 g) in benzene (350 ml) was added p-toluenesulfonic acid and refluxed for 2.5 h. The mixture was diluted with saturated NaHCO3 solution (20 ml) and water (50 ml) and benzene layer was separated out. Aqueous layer was extracted with benzene (2×200 ml) combined organic layer was washed with water (2×20 ml), dried over Na2SO4 and concentrated. Crude product was purified by column chromatography to furnish 27.5 g (81.1% yield)... The reactants are C(C)NCC (diethylamine), ClC(C(=O)O)CCC1=CC=C(C=C1)C1=C(C=CC=C1)Cl (α-chloro-γ-(2'-chloro-4-biphenylyl)butyric acid). Run in CCCCCC (n-hexane). Product: C(C)[NH2+]CC.ClC(C(=O)[O-])CCC1=CC=C(C=C1)C1=C(C=CC=C1)Cl (α-chloro-γ-(2'-chloro-4-biphenylyl)butyric acid, diethylammonium salt). RXN SMILES: [CH2:1]([NH:3][CH2:4][CH3:5])[CH3:2].[Cl:6][CH:7]([CH2:11][CH2:12][C:13]1[CH:18]=[CH:17][C:16]([C:19]2[CH:24]=[CH:23][CH:22]=[CH:21][C:20]=2[Cl:25])=[CH:15][CH:14]=1)[C:8]([OH:10])=[O:9]>CCCCCC>[CH2:1]([NH2+:3][CH2:4][CH3:5])[CH3:2].[Cl:6][CH:7]([CH2:11][CH2:12][C:13]1[CH:18]=[CH:17][C:16]([C:19]2[CH:24]=[CH:23][CH:22]=[CH:21][C:20]=2[Cl:25])=[CH:15][CH:14]=1)[C:8]([O-:10])=[O:9] |f:3.4|. Procedure: Anhydrous diethylamine (0.11 moles) is added dropwise to a stirred solution of α-chloro-γ-(2'-chloro-4-biphenylyl)butyric acid (0.10 moles) in 100 ml. of n-hexane at 0°C. The precipitate is collected on a filter, washed with n-hexane, and dried in a vacuum desiccator to obtain α-chloro-γ-(2'-chloro-4-biphenylyl)butyric acid, diethylammonium salt. The reactants are C(C)(=O)O (acetic acid), O1C(CCCC1)OC1C(C(CC1OC1OCCCC1)C#N)CCC(CCCCC)OC1OCCCC1 (3,4-di(2-tetrahydropyranyloxy)-2-[3-(2-tetrahydropyranyloxy)octyl]cyclopentane carbonitrile), [H-].C(C(C)C)[Al+]CC(C)C (di-isobutylaluminium hydride). The solvent is C(C)OCC (diethyl ether), C1=CC=CC=C1 (benzene). Run at time 15 minute. Yields the product O1C(CCCC1)OC1C(C(CC1OC1OCCCC1)C=O)CCC(CCCCC)OC1OCCCC1 (3,4-di(2-tetrahydropyranyloxy)-2-[3-(2-tetrahydropyranyloxy)octyl]cyclopentane carbaldehyde). As a reaction SMILES: [O:1]1[CH2:6][CH2:5][CH2:4][CH2:3][CH:2]1[O:7][CH:8]1[CH:12]([O:13][CH:14]2[CH2:19][CH2:18][CH2:17][CH2:16][O:15]2)[CH2:11][CH:10]([C:20]#N)[CH:9]1[CH2:22][CH2:23][CH:24]([O:30][CH:31]1[CH2:36][CH2:35][CH2:34][CH2:33][O:32]1)[CH2:25][CH2:26][CH2:27][CH2:28][CH3:29].[H-].C([Al+]CC(C)C)C(C)C.C(O)(=[O:49])C>C(OCC)C.C1C=CC=CC=1>[O:1]1[CH2:6][CH2:5][CH2:4][CH2:3][CH:2]1[O:7][CH:8]1[CH:12]([O:13][CH:14]2[CH2:19][CH2:18][CH2:17][CH2:16][O:15]2)[CH2:11][CH:10]([CH:20]=[O:49])[CH:9]1[CH2:22][CH2:23][CH:24]([O:30][CH:31]1[CH2:36][CH2:35][CH2:34][CH2:33][O:32]1)[CH2:25][CH2:26][CH2:27][CH2:28][CH3:29] |f:1.2|. Reported procedure: To a vigorously stirred solution of crude 3,4-di(2-tetrahydropyranyloxy)-2-[3-(2-tetrahydropyranyloxy)-octyl]cyclopentane carbonitrile (7.9 g.) [prepared as described in (1) above] in dry diethyl ether (50 ml.) was added a solution of di-isobutylaluminium hydride (4.6 g.) in dry benzene (20 ml.) at 3°-7° C. The mixture was stirredat room temperature for 15 minutes and then added with stirring to aqueous 2N acetic acid solution (75 ml.) at below 15° C. The organic phase was separated, and the aqu... Reactants: O (H2O), C12(CC3CC(CC(C1)C3)C2)C(=NO)C2=C(C=C(C=C2)OCC2=CC=CC=C2)F (1-adamantyl-(4-benzyloxy-2-fluorophenyl)methanone oxime), N#N (N2), [H-].[Na+] (NaH). Solvent: CN(C)C=O (DMF), CN(C)C=O (DMF). The product is C12(CC3CC(CC(C1)C3)C2)C2=NOC3=C2C=CC(=C3)OCC3=CC=CC=C3 (3-(1-adamantyl)-6-benzyloxy-1,2-benzisoxazole). The yield is 94550.1%. As a reaction SMILES: [C:1]12([C:11]([C:14]3[CH:19]=[CH:18][C:17]([O:20][CH2:21][C:22]4[CH:27]=[CH:26][CH:25]=[CH:24][CH:23]=4)=[CH:16][C:15]=3F)=[N:12][OH:13])[CH2:10][CH:5]3[CH2:6][CH:7]([CH2:9][CH:3]([CH2:4]3)[CH2:2]1)[CH2:8]2.N#N.[H-].[Na+].O>CN(C=O)C>[C:1]12([C:11]3[C:14]4[CH:19]=[CH:18][C:17]([O:20][CH2:21][C:22]5[CH:27]=[CH:26][CH:25]=[CH:24][CH:23]=5)=[CH:16][C:15]=4[O:13][N:12]=3)[CH2:10][CH:5]3[CH2:6][CH:7]([CH2:9][CH:3]([CH2:4]3)[CH2:2]1)[CH2:8]2 |f:2.3|. Procedure: 1-adamantyl-(4-benzyloxy-2-fluorophenyl)methanone oxime (2.3 mg, 6 mM) in DMF (30 ml) was added at 0° C. dropwise under N2, to a stirred suspension of NaH (0.61 g, 18 mM, 60% oil dispersion) in DMF (10 ml). After the complete addition, the reaction mixture was allowed to warm to room temperature and poured into H2O. The precipitate was collected by filtration to give the expected product (2.06 g, 95%). mp 132° C.